Dataset: the Open Reaction Database (ORD), a public repository of structured organic reaction records. Task: describe an organic reaction: reactants, conditions, products, and yield The reactants are NC1=NC(=C(C(=C1C#N)C1=CC=C(OC[C@H](OC([C@@H](NC(C[C@@H](C(=O)OC(C)(C)C)NC(=O)OC(C)(C)C)=O)C)=O)COC([C@@H](NC(C[C@@H](C(=O)OC(C)(C)C)NC(=O)OC(C)(C)C)=O)C)=O)C=C1)C#N)SCC=1N=C(OC1)C1=CC=C(C=C1)Cl (Di-tert-butyl (2S,6S,9S,13S,17S)-9-({4-[2-amino-6-({[2-(4-chlorophenyl)-1,3-oxazol-4-yl]methyl}sulfanyl)-3,5-dicyanopyridin-4-yl]phenoxy}methyl)-2,17-bis[(tert-butoxycarbonyl)amino]-6,13-dimethyl-4,7,12,15-tetraoxo-8,11-dioxa-5,14-diazaoctadecane-1,18-dioate), FC(C(=O)O)(F)F (trifluoroacetic acid). Run in ClCCl (dichloromethane). Conditions: time 8 hour. Yields the product FC(C(=O)O)(F)F.FC(C(=O)O)(F)F.N[C@H](C(=O)O)CC(N[C@H](C(O[C@H](COC([C@@H](NC(C[C@@H](C(=O)O)N)=O)C)=O)COC1=CC=C(C=C1)C1=C(C(=NC(=C1C#N)SCC=1N=C(OC1)C1=CC=C(C=C1)Cl)N)C#N)=O)C)=O ((2S,6S,9S,13S,17S)-2,17-Diamino-9-({4-[2-amino-6-({[2-(4-chlorophenyl)-1,3-oxazol-4-yl]methyl}sulfanyl)-3,5-dicyanopyridin-4-yl]phenoxy}methyl)-6,13-dimethyl-4,7,12,15-tetraoxo-8,11-dioxa-5,14-diazaoctadecane-1,18-dioic acid bis(trifluoroacetic acid) salt). RXN SMILES: [NH2:1][C:2]1[C:7]([C:8]#[N:9])=[C:6]([C:10]2[CH:69]=[CH:68][C:13]([O:14][CH2:15][C@@H:16]([CH2:42][O:43][C:44](=[O:67])[C@H:45]([CH3:66])[NH:46][C:47](=[O:65])[CH2:48][C@H:49]([NH:57]C(OC(C)(C)C)=O)[C:50]([O:52]C(C)(C)C)=[O:51])[O:17][C:18](=[O:41])[C@H:19]([CH3:40])[NH:20][C:21](=[O:39])[CH2:22][C@H:23]([NH:31]C(OC(C)(C)C)=O)[C:24]([O:26]C(C)(C)C)=[O:25])=[CH:12][CH:11]=2)[C:5]([C:70]#[N:71])=[C:4]([S:72][CH2:73][C:74]2[N:75]=[C:76]([C:79]3[CH:84]=[CH:83][C:82]([Cl:85])=[CH:81][CH:80]=3)[O:77][CH:78]=2)[N:3]=1.[F:86][C:87]([F:92])([F:91])[C:88]([OH:90])=[O:89]>ClCCl>[F:86][C:87]([F:92])([F:91])[C:88]([OH:90])=[O:89].[F:86][C:87]([F:92])([F:91])[C:88]([OH:90])=[O:89].[NH2:31][C@@H:23]([CH2:22][C:21](=[O:39])[NH:20][C@@H:19]([CH3:40])[C:18](=[O:41])[O:17][C@@H:16]([CH2:15][O:14][C:13]1[CH:12]=[CH:11][C:10]([C:6]2[C:5]([C:70]#[N:71])=[C:4]([S:72][CH2:73][C:74]3[N:75]=[C:76]([C:79]4[CH:80]=[CH:81][C:82]([Cl:85])=[CH:83][CH:84]=4)[O:77][CH:78]=3)[N:3]=[C:2]([NH2:1])[C:7]=2[C:8]#[N:9])=[CH:69][CH:68]=1)[CH2:42][O:43][C:44](=[O:67])[C@H:45]([CH3:66])[NH:46][C:47](=[O:65])[CH2:48][C@H:49]([NH2:57])[C:50]([OH:52])=[O:51])[C:24]([OH:26])=[O:25] |f:3.4.5|. Reported procedure: An amount of 190 mg (0.156 mmol) of the compound from example 22A was introduced in 1 ml of dichloromethane, admixed with 0.120 ml (1.559 mmol) of trifluoroacetic acid and stirred at RT overnight. The reaction mixture was then concentrated and the residue was purified by means of preparative HPLC (eluent gradient: acetonitrile/water 10:90→95:5 with addition of 0.1% TFA). This gave 76 mg (43% of theory) of the target compound. Yields the product CC(C)CC(C(=O)NN(CC#N)S(C)(=O)=O)C(CC=Cc1ccccc1)C(=O)NO. The reactants are N#CCBr, CC(C)CC(C(=O)NN(CC#N)S(C)(=O)=O)C(CC=Cc1ccccc1)C(=O)NOC1CCCCO1. As a reaction SMILES: [Br:37][CH2:38][C:39]#[N:40].[C:1](#[N:2])[CH2:3][N:4]([NH:5][C:6]([CH:7]([CH2:8][CH:9]([CH3:10])[CH3:11])[CH:12]([CH2:13][CH:14]=[CH:15][c:16]1[cH:17][cH:18][cH:19][cH:20][cH:21]1)[C:22]([NH:23][O:24][CH:25]1[CH2:26][CH2:27][CH2:28][CH2:29][O:30]1)=[O:31])=[O:32])[S:33](=[O:34])(=[O:35])[CH3:36]>>[C:1](#[N:2])[CH2:3][N:4]([NH:5][C:6]([CH:7]([CH2:8][CH:9]([CH3:10])[CH3:11])[CH:12]([CH2:13][CH:14]=[CH:15][c:16]1[cH:17][cH:18][cH:19][cH:20][cH:21]1)[C:22]([NH:23][OH:24])=[O:31])=[O:32])[S:33](=[O:34])(=[O:35])[CH3:36]. Reactants: O=C(O)c1ccc(C2CC2)c(-c2cccc(Cl)c2)n1, Cl, NC(=O)C(N)CC1CC1. Yields the product NC(=O)C(CC1CC1)NC(=O)c1ccc(C2CC2)c(-c2cccc(Cl)c2)n1. As a reaction SMILES: [Cl:1][c:2]1[cH:3][c:4](-[c:8]2[c:9]([CH:17]3[CH2:18][CH2:19]3)[cH:10][cH:11][c:12]([C:14](=[O:15])[OH:16])[n:13]2)[cH:5][cH:6][cH:7]1.[ClH:20].[NH2:21][CH:22]([C:23](=[O:24])[NH2:25])[CH2:26][CH:27]1[CH2:28][CH2:29]1>>[Cl:1][c:2]1[cH:3][c:4](-[c:8]2[c:9]([CH:17]3[CH2:18][CH2:19]3)[cH:10][cH:11][c:12]([C:14](=[O:16])[NH:21][CH:22]([C:23](=[O:24])[NH2:25])[CH2:26][CH:27]3[CH2:28][CH2:29]3)[n:13]2)[cH:5][cH:6][cH:7]1. Starting materials: C(C)OC(C=CC1=CC(=CC=C1)NC(=O)C=1OC(=CC1)Br)=O (3-{3-[(5-Bromo-furan-2-carbonyl)-amino]-phenyl}-acrylic acid ethyl ester), C1(=CC(=CC=C1)B(O)O)C1=CC=CC=C1 (biphenyl-3-boronic acid). Run at temperature 100 celsius. The product is C(C)OC(C=CC1=CC(=CC=C1)NC(=O)C=1OC(=CC1)C=1C=C(C=CC1)C1=CC=CC=C1)=O (3-{3-[(5-Biphenyl-3-yl-furan-2-carbonyl)-amino]-phenyl}-acrylic acid ethyl ester). RXN SMILES: [CH2:1]([O:3][C:4](=[O:22])[CH:5]=[CH:6][C:7]1[CH:12]=[CH:11][CH:10]=[C:9]([NH:13][C:14]([C:16]2[O:17][C:18](Br)=[CH:19][CH:20]=2)=[O:15])[CH:8]=1)[CH3:2].[C:23]1([C:32]2[CH:37]=[CH:36][CH:35]=[CH:34][CH:33]=2)[CH:28]=[CH:27][CH:26]=[C:25](B(O)O)[CH:24]=1>>[CH2:1]([O:3][C:4](=[O:22])[CH:5]=[CH:6][C:7]1[CH:12]=[CH:11][CH:10]=[C:9]([NH:13][C:14]([C:16]2[O:17][C:18]([C:34]3[CH:33]=[C:32]([C:23]4[CH:28]=[CH:27][CH:26]=[CH:25][CH:24]=4)[CH:37]=[CH:36][CH:35]=3)=[CH:19][CH:20]=2)=[O:15])[CH:8]=1)[CH3:2]. Procedure: Bromo-derivative (99) (70 mg, 0.19 mmol) was coupled to biphenyl-3-boronic acid (42 mg, 0.21 mmol) acid using Method E, except that the reaction was heated at 100° C. The crude product was purified by column chromatography eluting with a stepped gradient of 0-10% EtOAc in heptane to give the title compound. The reactants are O=C([O-])[O-], CC#N, OC1(c2cccc(Cl)c2Cl)CCNCC1, Cl, CCCI, [K+], [K+]. Product: CCCN1CCC(O)(c2cccc(Cl)c2Cl)CC1. As a reaction SMILES: [C:16](=[O:17])([O-:18])[O-:19].[CH3:27][C:28]#[N:29].[Cl:1][c:2]1[c:3]([C:9]2([OH:15])[CH2:10][CH2:11][NH:12][CH2:13][CH2:14]2)[cH:4][cH:5][cH:6][c:7]1[Cl:8].[ClH:26].[I:22][CH2:23][CH2:24][CH3:25].[K+:20].[K+:21]>>[Cl:1][c:2]1[c:3]([C:9]2([OH:15])[CH2:10][CH2:11][N:12]([CH2:23][CH2:24][CH3:25])[CH2:13][CH2:14]2)[cH:4][cH:5][cH:6][c:7]1[Cl:8]. The reactants are C(C)OC(=O)C1=CC=C(OCCCCCCCC2=CC(=NO2)C)C=C1 (5-[7-(4-ethoxycarbonylphenoxy)heptyl]-3-methylisoxazole), O.NN (hydrazine hydrate). Procedure details: A mixture of 3.0 g (0.086 mole) of 5-[7-(4-ethoxycarbonylphenoxy)heptyl]-3-methylisoxazole (Example 22) and 10 ml of hydrazine hydrate was heated at reflux for six hours. The reaction mixture was cooled to 0° C. whereupon the solid product separated. The latter was collected, washed and dried in vacuo to give 2.6 g of 5-[7-(4-hydrazinocarbonylphenoxy)heptyl]-3-methylisoxazole, m.p. 121°-122° C., MIC vs. rhinovirus Type 2 in vitro=0.64 μg/ml. Reaction SMILES: C([O:3][C:4]([C:6]1[CH:25]=[CH:24][C:9]([O:10][CH2:11][CH2:12][CH2:13][CH2:14][CH2:15][CH2:16][CH2:17][C:18]2[O:22][N:21]=[C:20]([CH3:23])[CH:19]=2)=[CH:8][CH:7]=1)=O)C.O.[NH2:27][NH2:28]>>[NH:27]([C:4]([C:6]1[CH:25]=[CH:24][C:9]([O:10][CH2:11][CH2:12][CH2:13][CH2:14][CH2:15][CH2:16][CH2:17][C:18]2[O:22][N:21]=[C:20]([CH3:23])[CH:19]=2)=[CH:8][CH:7]=1)=[O:3])[NH2:28] |f:1.2|. Product: N(N)C(=O)C1=CC=C(OCCCCCCCC2=CC(=NO2)C)C=C1 (5-[7-(4-hydrazinocarbonylphenoxy)heptyl]-3-methylisoxazole). Conditions: temperature 0 celsius.